Dataset: the Open Reaction Database (ORD), a public repository of structured organic reaction records. Task: describe an organic reaction: reactants, conditions, products, and yield Starting materials: CCCCCC, CC(O)c1nn(-c2c(Cl)cc(C(F)(F)F)cc2Cl)cc1SC(F)(F)F, ClCCl, O=[Cr](=O)([O-])Cl, c1cc[nH+]cc1. Product: CC(=O)c1nn(-c2c(Cl)cc(C(F)(F)F)cc2Cl)cc1SC(F)(F)F. As a reaction SMILES: [CH3:37][CH2:38][CH2:39][CH2:40][CH2:41][CH3:42].[Cl:1][c:2]1[c:3](-[n:13]2[n:14][c:15]([CH:23]([CH3:24])[OH:25])[c:16]([S:18][C:19]([F:20])([F:21])[F:22])[cH:17]2)[c:4]([Cl:12])[cH:5][c:6]([C:8]([F:9])([F:10])[F:11])[cH:7]1.[Cl:43][CH2:44][Cl:45].[O:26]=[Cr:27]([Cl:28])([O-:29])=[O:30].[nH+:31]1[cH:32][cH:33][cH:34][cH:35][cH:36]1>>[Cl:1][c:2]1[c:3](-[n:13]2[n:14][c:15]([C:23]([CH3:24])=[O:25])[c:16]([S:18][C:19]([F:20])([F:21])[F:22])[cH:17]2)[c:4]([Cl:12])[cH:5][c:6]([C:8]([F:9])([F:10])[F:11])[cH:7]1. The reactants are COC1=CC=C(C=C1)C1C(=C(C2=CC=CC=C12)C1=CC2=C(C=C1)OCO2)C(=O)OCC (ethyl (RS)-1-(4-methoxyphenyl)-3-(3,4methylenedioxyphenyl)-indene-2-carboxylate), COC1=CC=C(C=C1)C1C(C(C2=CC=CC=C12)C1=CC2=C(C=C1)OCO2)C(=O)OCC (Ethyl (1RS,2RS,3SR)-1-(4Methoxyphenyl)-3-(3,4-methylenedioxyphenyl)indane-2-carboxylate). The reagents and catalysts are [Pd] (palladium on activated carbon). Solvent: CCO (EtOH). Run at time 56 hour. Product: COC1=CC=C(C=C1)C1C(C(C2=CC=CC=C12)C1=CC2=C(C=C1)OCO2)C(=O)O ((1RS,2SR,3SR)-1-(4-Methoxyphenyl)-3-(3,4-methylenedioxyphenyl)indane-2-carboxylic acid). The yield is 95.0%. RXN SMILES: [CH3:1][O:2][C:3]1[CH:8]=[CH:7][C:6]([CH:9]2[C:17]3[C:12](=[CH:13][CH:14]=[CH:15][CH:16]=3)[CH:11]([C:18]3[CH:23]=[CH:22][C:21]4[O:24][CH2:25][O:26][C:20]=4[CH:19]=3)[CH:10]2[C:27]([O:29]CC)=[O:28])=[CH:5][CH:4]=1.COC1C=CC(C2C3C(=CC=CC=3)C(C3C=CC4OCOC=4C=3)=C2C(OCC)=O)=CC=1>CCO.[Pd]>[CH3:1][O:2][C:3]1[CH:8]=[CH:7][C:6]([CH:9]2[C:17]3[C:12](=[CH:13][CH:14]=[CH:15][CH:16]=3)[CH:11]([C:18]3[CH:23]=[CH:22][C:21]4[O:24][CH2:25][O:26][C:20]=4[CH:19]=3)[CH:10]2[C:27]([OH:29])=[O:28])=[CH:5][CH:4]=1. Procedure: Ethyl (1RS,2RS,3SR)-1-(4Methoxyphenyl)-3-(3,4-methylenedioxyphenyl)indane-2-carboxylate. To a solution of ethyl (RS)-1-(4-methoxyphenyl)-3-(3,4methylenedioxyphenyl)-indene-2-carboxylate (0.72 g, 1.7 mmol) in EtOH (30 ml) was added 10% palladium on activated carbon (1 g). The resulting suspension was stirred under an atmosphere of H2 for 56 h and filtered. The filtrate was concentrated under reduced pressure to afford the title compound as a yellow solid (0.70 g, 95%), which was used without furt... Reactants: SCC(=O)O (2-mercaptoacetic acid), O(C1=CC=CC=C1)C1=CC=C(N)C=C1 (4-Phenoxyaniline), N(=O)[O-].[Na+] (sodium nitrite), S(O)(O)(=O)=O (sulphuric acid). The reagents and catalysts are C([O-])([O-])=O.[Cu+2] (copper carbonate). The solvent is CC(=O)C (acetone), O (water), O (water), C(C)(=O)OCC (ethyl acetate). Run at temperature 80 celsius, time 45 minute. Yields the product O(C1=CC=CC=C1)C1=CC=C(C=C1)CC(=S)O (4-phenoxyphenylthioacetic acid). RXN SMILES: [O:1]([C:8]1[CH:14]=[CH:13][C:11](N)=[CH:10][CH:9]=1)[C:2]1[CH:7]=[CH:6][CH:5]=[CH:4][CH:3]=1.[S:15](=O)(=O)(O)O.N([O-])=O.[Na+].S[CH2:25][C:26]([OH:28])=O>O.C(=O)([O-])[O-].[Cu+2].C(OCC)(=O)C.CC(C)=O>[O:1]([C:8]1[CH:14]=[CH:13][C:11]([CH2:25][C:26]([OH:28])=[S:15])=[CH:10][CH:9]=1)[C:2]1[CH:7]=[CH:6][CH:5]=[CH:4][CH:3]=1 |f:2.3,6.7|. Procedure details: 4-Phenoxyaniline (30 g, 162 mmol) was added in portions to a stirred solution of 98% w/v sulphuric acid (93 ml) in water (480 ml). The mixture was heated at 80° C. for 30 minutes and then cooled to 0°-5° C. A solution of sodium nitrite (13.5 g, 196 mmol) in water (60 ml) was added dropwise and the mixture was stirred for 45 minutes at 0° C. The excess nitrous acid was destroyed with sulphamic acid. The solution was added to a stirred mixture of 2-mercaptoacetic acid (14.7 ml, 211 mmol), basic co... Reactants: Cl (hydrochloric acid), COC(C1=CC(=CC(=C1)C(F)(F)F)S(=O)(=O)N1CCOCC1)=O (3-(morpholine-4-sulfonyl)-5-trifluoromethyl-benzoic acid methyl ester), O (water), O.[OH-].[Li+] (lithium hydroxide monohydrate). The solvent is C(C)(=O)OCC (ethyl acetate), O1CCOCC1 (dioxane). Conditions: time 2 hour. Yields the product N1(CCOCC1)S(=O)(=O)C=1C=C(C(=O)O)C=C(C1)C(F)(F)F (3-(Morpholine-4-sulfonyl)-5-trifluoromethyl-benzoic acid). Isolated yield 100.3%. As a reaction SMILES: C[O:2][C:3](=[O:23])[C:4]1[CH:9]=[C:8]([C:10]([F:13])([F:12])[F:11])[CH:7]=[C:6]([S:14]([N:17]2[CH2:22][CH2:21][O:20][CH2:19][CH2:18]2)(=[O:16])=[O:15])[CH:5]=1.O.O.[OH-].[Li+].Cl>O1CCOCC1.C(OCC)(=O)C>[N:17]1([S:14]([C:6]2[CH:5]=[C:4]([CH:9]=[C:8]([C:10]([F:13])([F:11])[F:12])[CH:7]=2)[C:3]([OH:23])=[O:2])(=[O:15])=[O:16])[CH2:22][CH2:21][O:20][CH2:19][CH2:18]1 |f:2.3.4|. Reported procedure: To a solution of 3-(morpholine-4-sulfonyl)-5-trifluoromethyl-benzoic acid methyl ester (1.04 g, 2.94 mmol) in dioxane (10 mL) was added water (10 mL) and lithium hydroxide monohydrate (154 mg, 3.68 mmol) and the resulting clear solution was stirred at room temperature for 2 hours. The reaction mixture was poured on 1M aqueous hydrochloric acid (100 mL) and 100 mL ethyl acetate and the layers were separated. The aqueous layer was extracted a second time with ethyl acetate (100 mL). The organic la... Starting materials: N (ammonia), CN(C(=O)C1=C(C=C(C=C1)[N+](=O)[O-])S(=O)(=O)Cl)C (2-dimethylaminocarbonyl-5-nitrobenzenesulfonyl chloride). Solvent: O1CCCC1 (tetrahydrofuran). Yields the product CN(C(=O)C1=C(C=C(C=C1)[N+](=O)[O-])S(=O)(=O)N)C (2-Dimethylaminocarbonyl-5-nitrobenzenesulfonamide). Reaction SMILES: [NH3:1].[CH3:2][N:3]([CH3:19])[C:4]([C:6]1[CH:11]=[CH:10][C:9]([N+:12]([O-:14])=[O:13])=[CH:8][C:7]=1[S:15](Cl)(=[O:17])=[O:16])=[O:5]>O1CCCC1>[CH3:2][N:3]([CH3:19])[C:4]([C:6]1[CH:11]=[CH:10][C:9]([N+:12]([O-:14])=[O:13])=[CH:8][C:7]=1[S:15]([NH2:1])(=[O:17])=[O:16])=[O:5]. Reported procedure: 37 ml of concentrated ammonia solution (33% strength) are added dropwise at 5° C. and with stirring to a mixture of 77.8 g of 2-dimethylaminocarbonyl-5-nitrobenzenesulfonyl chloride and 780 ml of tetrahydrofuran. The mixture is subsequently stirred until the end of the reaction. The reaction mixture is concentrated under reduced pressure and the residue is stirred with a little water. Drying gives 66.9 g of the desired product. The reactants are NC1=C2C=3C(=NN(C3C(=C1)OC)CCN(CC)CC)C1=C(S2)C=CC(=C1)OC (5-amino-N,N-diethyl-3,9-dimethoxy-2H[1]benzothiopyrano[4,3,2-cd]indazole-2-ethanamine), Br.BrCCN (2-bromoethylamine, hydrobromide). Run in CCO (EtOH). The product is Br.C(C)N(CCN1N=C2C=3C(=C(C=C(C13)OC)NCCN)SC1=C2C=C(C=C1)OC)CC (N-[2-[2-(Diethylamino)ethyl]-3,9-dimethoxy-2H[1]benzothiopyrano[4,3,2-cd]indazol-5-yl]-1,2-ethanediamine, hydrobromide salt). Yield: 36.3%. As a reaction SMILES: [NH2:1][C:2]1[CH:10]=[C:9]([O:11][CH3:12])[C:8]2[N:7]([CH2:13][CH2:14][N:15]([CH2:18][CH3:19])[CH2:16][CH3:17])[N:6]=[C:5]3[C:20]4[CH:26]=[C:25]([O:27][CH3:28])[CH:24]=[CH:23][C:21]=4[S:22][C:3]=1[C:4]=23.Br.[Br:30][CH2:31][CH2:32][NH2:33]>CCO>[BrH:30].[CH2:16]([N:15]([CH2:18][CH3:19])[CH2:14][CH2:13][N:7]1[C:8]2[C:9]([O:11][CH3:12])=[CH:10][C:2]([NH:1][CH2:31][CH2:32][NH2:33])=[C:3]3[S:22][C:21]4[CH:23]=[CH:24][C:25]([O:27][CH3:28])=[CH:26][C:20]=4[C:5]([C:4]=23)=[N:6]1)[CH3:17] |f:1.2,4.5|. Procedure: Reaction of a solution of 3.6 g (0.0095 mol) of 5-amino-N,N-diethyl-3,9-dimethoxy-2H[1]benzothiopyrano[4,3,2-cd]indazole-2-ethanamine and 5.8 g (0.0283 mol) of 2-bromoethylamine, hydrobromide, in 30 ml of EtOH as described in Example 38 gave 1.8 g of product. The reactants are COC1=C(C=CC(=C1)C(=O)N1CC=2N(CC3=C1C=CC=C3)C(=CC2)C(=O)O)C2=C(C=CC=C2)C(F)(F)F (10-{[2-Methoxy-2′-trifluoromethyl-[1,1′-biphenyl]-4-yl]carbonyl}-10,11-dihydro-5H-pyrrolo[2,1-c][1,4]benzodiazepine-3-carboxylic acid), Cl.CN(CCCN=C=NCC)C (1-[3-(dimethylamino)propyl]-3-ethylcarbodiimide hydrochloride), O.ON1N=NC2=C1C=CC=C2 (1-hydroxybenzotriazole monohydrate), CNCC=1C=NC=CC1 (3-(methylaminomethyl) pyridine). Solvent: CN(C=O)C (N,N-dimethylformamide), O (water). Run at time 8 hour. Yields the product COC1=C(C=CC(=C1)C(=O)N1CC=2N(CC3=C1C=CC=C3)C(=CC2)C(=O)N(CC=2C=NC=CC2)C)C2=C(C=CC=C2)C(F)(F)F (10-{[2-Methoxy-2′-trifluoromethyl-[1,1′-biphenyl]-4-yl]carbonyl}-N-methyl-N-(pyridin-3-ylmethyl)-10,11-dihydro-5H-pyrrolo[2,1-c][1,4]benzodiazepine-3-carboxamide). Yield: 66.4%. Reaction SMILES: [CH3:1][O:2][C:3]1[CH:8]=[C:7]([C:9]([N:11]2[C:17]3[CH:18]=[CH:19][CH:20]=[CH:21][C:16]=3[CH2:15][N:14]3[C:22]([C:25](O)=[O:26])=[CH:23][CH:24]=[C:13]3[CH2:12]2)=[O:10])[CH:6]=[CH:5][C:4]=1[C:28]1[CH:33]=[CH:32][CH:31]=[CH:30][C:29]=1[C:34]([F:37])([F:36])[F:35].Cl.CN(C)CCCN=C=NCC.O.ON1C2C=CC=CC=2N=N1.[CH3:61][NH:62][CH2:63][C:64]1[CH:65]=[N:66][CH:67]=[CH:68][CH:69]=1>CN(C)C=O.O>[CH3:1][O:2][C:3]1[CH:8]=[C:7]([C:9]([N:11]2[C:17]3[CH:18]=[CH:19][CH:20]=[CH:21][C:16]=3[CH2:15][N:14]3[C:22]([C:25]([N:62]([CH3:61])[CH2:63][C:64]4[CH:65]=[N:66][CH:67]=[CH:68][CH:69]=4)=[O:26])=[CH:23][CH:24]=[C:13]3[CH2:12]2)=[O:10])[CH:6]=[CH:5][C:4]=1[C:28]1[CH:33]=[CH:32][CH:31]=[CH:30][C:29]=1[C:34]([F:37])([F:36])[F:35] |f:1.2,3.4|. Procedure: To a stirred solution of the 10-{[2-methoxy-2′-trifluoromethyl-[1,1′-biphenyl]-4-yl]carbonyl}-10,11-dihydro-5H-pyrrolo[2,1-c][1,4]benzodiazepine-3-carboxylic acid of Step E (0.17 g, 0.37 mmol) in N,N-dimethylformamide (15 mL), was added 1-[3-(dimethylamino)propyl]-3-ethylcarbodiimide hydrochloride (0.092 g, 0.48 mmol) and 1-hydroxybenzotriazole monohydrate (0.065 g, 0.48 mmol). After the solution became homogeneous 3-(methylaminomethyl) pyridine (0.045 g, 0.37 mmol) was added, and the solution w... Reactants: [H-].C(C(C)C)[Al+]CC(C)C.C1(=CC=CC=C1)C (diisobutylaluminum hydride toluene), CC1CC(C(O1)=O)SC1=NC=CC=C1 (5-methyl-3-(pyridin-2-ylsulfanyl)oxolane-2-one), CO (methanol), C(=O)([O-])C(O)C(O)C(=O)[O-].[Na+].[K+] (potassium sodium tartrate). The solvent is O1CCCC1 (tetrahydrofuran). Run at time 7.5 hour. The product is CC1CC(C(O1)O)SC1=NC=CC=C1 (5-methyl-3-(pyridin-2-ylsulfanyl)oxolan-2-ol). Yield: 64.5%. RXN SMILES: [H-].C([Al+]CC(C)C)C(C)C.C1(C)C=CC=CC=1.[CH3:18][CH:19]1[O:23][C:22](=[O:24])[CH:21]([S:25][C:26]2[CH:31]=[CH:30][CH:29]=[CH:28][N:27]=2)[CH2:20]1.CO.C(C(C(C([O-])=O)O)O)([O-])=O.[Na+].[K+]>O1CCCC1>[CH3:18][CH:19]1[O:23][CH:22]([OH:24])[CH:21]([S:25][C:26]2[CH:31]=[CH:30][CH:29]=[CH:28][N:27]=2)[CH2:20]1 |f:0.1.2,5.6.7|. Reported procedure: 16.4 mL of a 1.5 mol/L diisobutylaluminum hydride/toluene solution was added dropwise to a solution of 4.3 g of 5-methyl-3-(pyridin-2-ylsulfanyl)oxolane-2-one in 100 mL of tetrahydrofuran at −78° C., and the obtained mixture was then stirred for 7.5 hours. Thereafter, 15 mL of methanol was added to the reaction mixture, and 100 mL of a saturated potassium sodium tartrate aqueous solution was then added to the mixture at room temperature. The thus obtained mixture was stirred for 30 minutes, and ... Reactants: O1CCC(CC1)=C(CO)C (2-(tetrahydropyran-4-ylidene)propan-1-ol). The reagents and catalysts are [O-2].[O-2].[Mn+4] (manganese dioxide). Run in CCCCCC.ClCCl (hexane dichloromethane), ClCCl (dichloromethane). Conditions: temperature 25 celsius, time 40 hour. Yields the product O1CCC(CC1)=C(C=O)C (2-(tetrahydropyran-4-ylidene)propionaldehyde). Yield: 101.4%. As a reaction SMILES: [O:1]1[CH2:6][CH2:5][C:4](=[C:7]([CH3:10])[CH2:8][OH:9])[CH2:3][CH2:2]1>CCCCCC.ClCCl.ClCCl.[O-2].[O-2].[Mn+4]>[O:1]1[CH2:6][CH2:5][C:4](=[C:7]([CH3:10])[CH:8]=[O:9])[CH2:3][CH2:2]1 |f:1.2,4.5.6|. Procedure: To a suspension of 23 g (0.265 mmol) of activated manganese dioxide in a mixture of hexane-dichloromethane (20 mL+70 mL) was added a solution of 2.0 g (14.07 mmol) of 2-(tetrahydropyran-4-ylidene)propan-1-ol obtained in the above 2) in dichloromethane (4 mL), and stirred for 40 hours at 25° C. Upon filtration of the mixture and subsequent concentration of the filtrate, 2.0 g (yield 100%) of 2-(tetrahydropyran-4-ylidene)propionaldehyde (VII-15) was obtained as colorless liquid. Its physical prope...